This data is from the Open Reaction Database (ORD), a public repository of structured organic reaction records. The task is: describe an organic reaction: reactants, conditions, products, and yield Starting materials: O (water), ClCCl (dichloromethane), BrC=1C(=C(C(=C(C1C=CC1=CC=CC=C1)C)C#N)NC(C(C)(C)C)=O)OC (N-(3-bromo-6-cyano-2-methoxy-5-methyl-4-styrylphenyl)-2,2-dimethylpropionamide), ClCCl (dichloromethane), BrB(Br)Br (tribromoborane). The solvent is [Cl-].[Na+].O (brine). Run at temperature -78 celsius, time 70 minute. Yields the product BrC=1C(=C(C(=C(C1C=CC1=CC=CC=C1)C)C#N)NC(C(C)(C)C)=O)O (N-(3-Bromo-6-cyano-2-hydroxy-5-methyl-4-styrylphenyl)-2,2-dimethylpropionamide). The yield is 97.3%. RXN SMILES: ClCCl.[Br:4][C:5]1[C:6]([O:29]C)=[C:7]([NH:22][C:23](=[O:28])[C:24]([CH3:27])([CH3:26])[CH3:25])[C:8]([C:20]#[N:21])=[C:9]([CH3:19])[C:10]=1[CH:11]=[CH:12][C:13]1[CH:18]=[CH:17][CH:16]=[CH:15][CH:14]=1.BrB(Br)Br.O>[Cl-].[Na+].O>[Br:4][C:5]1[C:6]([OH:29])=[C:7]([NH:22][C:23](=[O:28])[C:24]([CH3:25])([CH3:27])[CH3:26])[C:8]([C:20]#[N:21])=[C:9]([CH3:19])[C:10]=1[CH:11]=[CH:12][C:13]1[CH:18]=[CH:17][CH:16]=[CH:15][CH:14]=1 |f:4.5.6|. Procedure details: A dichloromethane (1.0 ml) solution of N-(3-bromo-6-cyano-2-methoxy-5-methyl-4-styrylphenyl)-2,2-dimethylpropionamide (I-11) (34 mg, 79.6 μmol) was cooled at −78° C., a dichloromethane solution of 1 N tribromoborane (239 μl, 239 μmol) was dropwise added, followed by stirring at −78° C. for 70 minutes. Afterwards, this was heated up to −12° C. and stirred for 1 hour. The reaction liquid was put into cold water (50 ml), saturated brine (50 ml) was added, the intended product was extracted with eth... Reactants: CCOC(=O)C1CC(c2ccc(CC)cc2)CN(C(=O)N2CCC(C#N)CC2)C1, [Li+], C1COCCO1, [OH-], O. The product is CCc1ccc(C2CC(C(=O)O)CN(C(=O)N3CCC(C#N)CC3)C2)cc1. Reaction SMILES: [CH2:1]([CH3:2])[c:3]1[cH:4][cH:5][c:6]([CH:9]2[CH2:10][CH:11]([C:25](=[O:26])[O:27][CH2:28][CH3:29])[CH2:12][N:13]([C:15](=[O:16])[N:17]3[CH2:18][CH2:19][CH:20]([C:23]#[N:24])[CH2:21][CH2:22]3)[CH2:14]2)[cH:7][cH:8]1.[Li+:30].[O:32]1[CH2:33][CH2:34][O:35][CH2:36][CH2:37]1.[OH-:31].[OH2:38]>>[CH2:1]([CH3:2])[c:3]1[cH:4][cH:5][c:6]([CH:9]2[CH2:10][CH:11]([C:25](=[O:26])[OH:27])[CH2:12][N:13]([C:15](=[O:16])[N:17]3[CH2:18][CH2:19][CH:20]([C:23]#[N:24])[CH2:21][CH2:22]3)[CH2:14]2)[cH:7][cH:8]1.